describe an organic reaction: reactants, conditions, products, and yield From a dataset of the Open Reaction Database (ORD), a public repository of structured organic reaction records. RXN SMILES: [C:1]([OH:6])(=[O:5])[C:2]([CH3:4])=[CH2:3].O[CH2:8][CH2:9][CH2:10][P:11]([CH3:14])(=[O:13])[OH:12].CP(Cl)Cl.Cl>>[CH3:14][P:11]1(=[O:13])[CH2:10][CH2:9][CH2:8][O:12]1.[CH3:10][P:11]1(=[O:12])[CH2:3][CH:2]([CH3:4])[C:1](=[O:6])[O:5]1. The reactants are C(C(=C)C)(=O)O (methacrylic acid), OCCCP(O)(=O)C (3-hydroxypropyl-methyl-phosphinic acid), CP(Cl)Cl (methyldichloro-phosphine), Cl (hydrogen chloride). Procedure details: A mixture of 43 g (0.5 mole) of methacrylic acid and 69 g (0.5 mole) of 3-hydroxypropyl-methyl-phosphinic acid is added to 58.5 g (0.5 mole) of methyldichloro-phosphine at 50°-60° C., while hydrogen chloride is discharged. Subsequently heating takes place under water jet vacuum to an internal temperature of up to 150° C. The residue is distilled under reduced pressure. 35 g of 2-methyl-2-oxo-1,2-oxa-phospholane (boiling point at 1.5 mm Hg: 120°-130° C.) and 55 g of 2,4-dimethyl-2,5-dioxo-1,2-oxa... Yields the product CP1(OCCC1)=O (2-methyl-2-oxo-1,2-oxa-phospholane), CP1(OC(C(C1)C)=O)=O (2,4-dimethyl-2,5-dioxo-1,2-oxa-phospholane). The reactants are [H-].[Al+3].[Li+].[H-].[H-].[H-] (lithium aluminum hydride), ClC1=NC(=CC(=C1)C(=O)O)C (2-chloro-6-methylpyridine-4-carboxylic acid). Solvent: C(C)OCC (diethyl ether), C(C)OCC (diethyl ether). Reaction conditions: time 8 hour. Yields the product ClC1=NC(=CC(=C1)CO)C (2-chloro-4-hydroxymethyl-6-methylpyridine). As a reaction SMILES: [H-].[Al+3].[Li+].[H-].[H-].[H-].[Cl:7][C:8]1[CH:13]=[C:12]([C:14](O)=[O:15])[CH:11]=[C:10]([CH3:17])[N:9]=1>C(OCC)C>[Cl:7][C:8]1[CH:13]=[C:12]([CH2:14][OH:15])[CH:11]=[C:10]([CH3:17])[N:9]=1 |f:0.1.2.3.4.5|. Procedure details: To a slurry of lithium aluminum hydride (0.45 g, 11.9 mmol) in anhydrous diethyl ether (40 mL) at 0° C., a solution of 2-chloro-6-methylpyridine-4-carboxylic acid (2.0 g, 11.7 mmol) in diethyl ether (30 mL) was added. The resulting mixture was stirred at room temp. overnight, and quenched with successive addition of water (0.45 mL), 15% aqueous NaOH (0.45 mL), and water (1.35 mL). The resultant slurry was stirred at room temp. for 30 min., and filtered through a small plug of Celite. The filtrat... Starting materials: [I-].CSC=1SC[C@H]2[N+]1CC=1C=CC=CC1C2 ((S)-3-methylthio-1,5,10,10a-tetrahydrothiazolo[3,4-b]isoquinolinium iodide), NC1=NC=CN=C1 (2-aminopyrazine). Yields the product N1=C(C=NC=C1)N=C1SC[C@H]2N1CC=1C=CC=CC1C2 ((S)-3-(pyrazin-2-ylimino)-1,5,10,10a-tetrahydrothiazolo[3,4-b]isoquinoline). The yield is 60.0%. Reaction SMILES: [I-].CS[C:4]1[S:5][CH2:6][C@@H:7]2[CH2:16][C:15]3[CH:14]=[CH:13][CH:12]=[CH:11][C:10]=3[CH2:9][N+:8]=12.[NH2:17][C:18]1[CH:23]=[N:22][CH:21]=[CH:20][N:19]=1>>[N:19]1[CH:20]=[CH:21][N:22]=[CH:23][C:18]=1[N:17]=[C:4]1[N:8]2[CH2:9][C:10]3[CH:11]=[CH:12][CH:13]=[CH:14][C:15]=3[CH2:16][C@H:7]2[CH2:6][S:5]1 |f:0.1|. Procedure details: By following the procedure of Example 2, but using (S)-3-methylthio-1,5,10,10a-tetrahydrothiazolo[3,4-b]isoquinolinium iodide (16.3 g) and 2-aminopyrazine (8.5 g) as the starting materials, (S)-3-(pyrazin-2-ylimino)-1,5,10,10a-tetrahydrothiazolo[3,4-b]isoquinoline (7.6 g) is obtained in the form of white crystals, m.p.=140° C. Starting materials: ClC1=C(C=CC=C1)C1C=2C(NC(=C1C#N)CO)=NNC2 (4-(2-chlorophenyl)-5-cyano-6-hydroxymethyl-4,7-dihydro-2H-pyrazolo[3,4-b]pyridine), C(Br)(Br)(Br)Br (carbon tetrabromide), C1(=CC=CC=C1)P(C1=CC=CC=C1)C1=CC=CC=C1 (triphenylphosphine). Solvent: C(Cl)Cl (methylene chloride). The product is ClC1=C(C=CC=C1)C1C=2C(NC(=C1C#N)CBr)=NNC2 (4-(2-chlorophenyl)-5-cyano-6-bromomethyl-4,7-dihydro-2H-pyrazolo[3,4-b]pyridine). Yield: 36.9%. As a reaction SMILES: [Cl:1][C:2]1[CH:7]=[CH:6][CH:5]=[CH:4][C:3]=1[CH:8]1[C:13]([C:14]#[N:15])=[C:12]([CH2:16]O)[NH:11][C:10]2=[N:18][NH:19][CH:20]=[C:9]12.C(Br)(Br)(Br)[Br:22].C1(P(C2C=CC=CC=2)C2C=CC=CC=2)C=CC=CC=1>C(Cl)Cl>[Cl:1][C:2]1[CH:7]=[CH:6][CH:5]=[CH:4][C:3]=1[CH:8]1[C:13]([C:14]#[N:15])=[C:12]([CH2:16][Br:22])[NH:11][C:10]2=[N:18][NH:19][CH:20]=[C:9]12. Reported procedure: 4-(2-Chlorophenyl)-5-cyano-6-(t-butyldimethylsilyloxy)-methyl-4,7-dihydro-2H-pyrazolo[3,4-b]pyridine was prepared from ethyl t-butyldimethylsilyloxyacetate, 2-chlorobenzaldehyde and 3-aminopyrazole in the same manner as in Example 94. To a solution of 4-(2-chlorophenyl)-5-cyano-6-(t-butyldimethylsilyloxy)methyl-4,7-dihydro-2H-pyrazolo[3,4-b]pyridine (10 g) in tetrahydrofuran (100 ml) was added a THF solution (24.9 ml) of 1.0 M tetrabutylammonium fluoride and the mixture was stirred at room tempe... The reactants are ClS(=O)(=O)N=C=O (chlorosulfonyl isocyanate), OC=1C=C(C(=O)OC)C=CC1 (methyl 3-hydroxybenzoate). Solvent: C1(=CC=CC=C1)C (toluene). Product: COC(C1=CC(=CC=C1)OS(=O)(=O)N)=O (3-[(Aminosulfonyl)oxy]benzoic acid methyl ester). As a reaction SMILES: Cl[S:2]([N:5]=C=O)(=[O:4])=[O:3].[OH:8][C:9]1[CH:10]=[C:11]([CH:16]=[CH:17][CH:18]=1)[C:12]([O:14][CH3:15])=[O:13]>C1(C)C=CC=CC=1>[CH3:15][O:14][C:12](=[O:13])[C:11]1[CH:16]=[CH:17][CH:18]=[C:9]([O:8][S:2]([NH2:5])(=[O:3])=[O:4])[CH:10]=1. Reported procedure: Following the procedure of Example 78, a reaction of 8.8 ml (0.10 mole) chlorosulfonyl isocyanate and 15.2 g (0.10 mole) of methyl 3-hydroxybenzoate in 200 ml of toluene was heated at reflux for 7.5 hr and worked up to obtain 10.53 g, mp 145°-146° C. The reactants are CC(=O)O, O=[N+]([O-])c1cc(C(F)(F)F)ccc1Oc1ccc2c(c1)CCC(c1ccccc1)O2, [Zn], Nc1ccccc1Oc1ccc2c(c1)CCC(c1ccccc1)O2. Yields the product Nc1cc(C(F)(F)F)ccc1Oc1ccc2c(c1)CCC(c1ccccc1)O2. As a reaction SMILES: [CH3:55][C:56](=[O:57])[OH:58].[N+:1]([O-:2])(=[O:3])[c:4]1[c:5]([O:14][c:15]2[cH:16][c:17]3[c:22]([cH:23][cH:24]2)[O:21][CH:20]([c:25]2[cH:26][cH:27][cH:28][cH:29][cH:30]2)[CH2:19][CH2:18]3)[cH:6][cH:7][c:8]([C:10]([F:11])([F:12])[F:13])[cH:9]1.[Zn:59].[c:31]1([CH:32]2[CH2:33][CH2:34][c:35]3[c:36]([cH:37][cH:38][c:39]([O:40][c:41]4[cH:42][cH:43][cH:44][cH:45][c:46]4[NH2:47])[cH:48]3)[O:49]2)[cH:50][cH:51][cH:52][cH:53][cH:54]1>>[NH2:1][c:4]1[c:5]([O:14][c:15]2[cH:16][c:17]3[c:22]([cH:23][cH:24]2)[O:21][CH:20]([c:25]2[cH:26][cH:27][cH:28][cH:29][cH:30]2)[CH2:19][CH2:18]3)[cH:6][cH:7][c:8]([C:10]([F:11])([F:12])[F:13])[cH:9]1. Reactants: C(C)(C)(C)OP(=O)(OC(C)(C)C)OCC=1C=C(C(=O)OC)C=CC1 (methyl 3-((di-tert-butoxyphosphoryloxy)methyl)benzoate), [OH-].[Li+] (lithium hydroxide). The solvent is C1CCOC1 (THF), CO (methanol), O (water). Conditions: time 1 hour. The product is C(C)(C)(C)OP(=O)(OC(C)(C)C)OCC=1C=C(C(=O)O)C=CC1 (3-((di-tert-butoxyphosphoryloxy)methyl)benzoic acid). Yield: 76.7%. As a reaction SMILES: [C:1]([O:5][P:6]([O:13][CH2:14][C:15]1[CH:16]=[C:17]([CH:22]=[CH:23][CH:24]=1)[C:18]([O:20]C)=[O:19])([O:8][C:9]([CH3:12])([CH3:11])[CH3:10])=[O:7])([CH3:4])([CH3:3])[CH3:2].[OH-].[Li+]>C1COCC1.CO.O>[C:9]([O:8][P:6]([O:13][CH2:14][C:15]1[CH:16]=[C:17]([CH:22]=[CH:23][CH:24]=1)[C:18]([OH:20])=[O:19])([O:5][C:1]([CH3:4])([CH3:3])[CH3:2])=[O:7])([CH3:10])([CH3:11])[CH3:12] |f:1.2|. Reported procedure: To a solution of methyl 3-((di-tert-butoxyphosphoryloxy)methyl)benzoate (0.1 g, 0.3 mmol) in THF (3 mL), methanol (3 mL), water (3 mL) was added lithium hydroxide (0.035 g, 0.81 mmol). The reaction mixture was stirred at rt for 1 h. After this time, the organic solvents were removed under reduced pressure, and EtOAc (30 mL) was added to the residual material followed by acetic acid (30%). The organic layer was washed with water (2×10 mL), dried over Na2SO4 and concentrated under vacuum to afford... The reactants are ClC1=C2C(=NC=C1)NC(=C2)C2CCN(CC2)C(=O)OC(C)(C)C (tert-butyl 4-(4-chloro-1H-pyrrolo[2,3-b]pyridin-2-yl)piperidine-1-carboxylate), FC(C(=O)O)(F)F (trifluoroacetic acid), C=O (formaldehyde), C(#N)[BH3-].[Na+] (sodium cyanoborohydride). Solvent: ClCCl (dichloromethane), ClCCl (dichloromethane). Conditions: time 2 hour. The product is ClC1=C2C(=NC=C1)NC(=C2)C2CCN(CC2)C (4-chloro-2-(1-methylpiperidin-4-yl)-1H-pyrrolo[2,3-b]pyridine). As a reaction SMILES: [Cl:1][C:2]1[CH:7]=[CH:6][N:5]=[C:4]2[NH:8][C:9]([CH:11]3[CH2:16][CH2:15][N:14]([C:17](OC(C)(C)C)=O)[CH2:13][CH2:12]3)=[CH:10][C:3]=12.FC(F)(F)C(O)=O.C=O.C([BH3-])#N.[Na+]>ClCCl>[Cl:1][C:2]1[CH:7]=[CH:6][N:5]=[C:4]2[NH:8][C:9]([CH:11]3[CH2:16][CH2:15][N:14]([CH3:17])[CH2:13][CH2:12]3)=[CH:10][C:3]=12 |f:3.4|. Reported procedure: To a solution of Example 17E (200 mg, 0.6 mmol) in dichloromethane (10 mL) was added 0.5 mL trifluoroacetic acid and the mixture was stirred at room temperature for 2 hours. The mixture was concentrated, dissolved in dichloromethane (20 mL), washed with sodium bicarbonate solution and concentrated. The residue was dissolved in methanol (2 mL) and treated with formaldehyde (120 mg, 37% in water) and sodium cyanoborohydride (57 mg, 0.9 mmol). The mixture was stirred at room temperature for 2 hours... The reactants are Cl, CN(C(=O)N(C)C1CCNCC1c1ccc(F)cc1)c1cc(C(F)(F)F)cc(C(F)(F)F)c1, O=C(O)C1CCC(F)(F)CC1. The product is CN(C(=O)N(C)C1CCN(C(=O)C2CCC(F)(F)CC2)CC1c1ccc(F)cc1)c1cc(C(F)(F)F)cc(C(F)(F)F)c1. Reaction SMILES: [ClH:1].[F:2][C:3]([c:4]1[cH:5][c:6]([N:14]([C:15](=[O:16])[N:17]([CH3:18])[CH:19]2[CH:20]([c:25]3[cH:26][cH:27][c:28]([F:31])[cH:29][cH:30]3)[CH2:21][NH:22][CH2:23][CH2:24]2)[CH3:32])[cH:7][c:8]([C:10]([F:11])([F:12])[F:13])[cH:9]1)([F:33])[F:34].[F:35][C:36]1([F:45])[CH2:37][CH2:38][CH:39]([C:42](=[O:43])[OH:44])[CH2:40][CH2:41]1>>[F:2][C:3]([c:4]1[cH:5][c:6]([N:14]([C:15](=[O:16])[N:17]([CH3:18])[CH:19]2[CH:20]([c:25]3[cH:26][cH:27][c:28]([F:31])[cH:29][cH:30]3)[CH2:21][N:22]([C:42]([CH:39]3[CH2:38][CH2:37][C:36]([F:35])([F:45])[CH2:41][CH2:40]3)=[O:43])[CH2:23][CH2:24]2)[CH3:32])[cH:7][c:8]([C:10]([F:11])([F:12])[F:13])[cH:9]1)([F:33])[F:34]. Starting materials: O=C([O-])[O-], Nc1ccc2c(c1)CNCC2, CO, O=N[O-], [Na+], [Na+], [Na+], O, O=S(=O)(O)O. Product: Oc1ccc2c(c1)CNCC2. RXN SMILES: [C:21](=[O:22])([O-:23])[O-:24].[CH2:1]1[NH:2][CH2:3][CH2:4][c:5]2[cH:6][cH:7][c:8]([NH2:11])[cH:9][c:10]21.[CH3:28][OH:29].[N:17]([O-:18])=[O:19].[Na+:20].[Na+:25].[Na+:26].[OH2:27].[S:12]([OH:13])(=[O:14])(=[O:15])[OH:16]>>[CH2:1]1[NH:2][CH2:3][CH2:4][c:5]2[cH:6][cH:7][c:8]([OH:13])[cH:9][c:10]21.